From a dataset of the Open Reaction Database (ORD), a public repository of structured organic reaction records. describe an organic reaction: reactants, conditions, products, and yield Starting materials: C(C)(C)(C)OC(C(C)(C)SC=1SC=C(N1)CCOC1=CC=C(C=C1)N(C)C(C1=CC=CC=C1)=O)=O (2-{[4-(2-{4-[benzoyl(methyl)amino]phenoxy}ethyl)-1,3-thiazol-2-yl]thio}-2-methylpropionic acid tert-butyl ester), FC(C(=O)O)(F)F (trifluoroacetic acid). Run in ClCCl (dichloromethane). Run at time 12 hour. Product: C(C1=CC=CC=C1)(=O)N(C1=CC=C(OCCC=2N=C(SC2)SC(C(=O)O)(C)C)C=C1)C (2-{[4-(2-{4-[benzoyl(methyl)amino]phenoxy}ethyl)-1,3-thiazol-2-yl]thio}-2-methylpropionic acid). The yield is 65.8%. RXN SMILES: C([O:5][C:6](=[O:35])[C:7]([S:10][C:11]1[S:12][CH:13]=[C:14]([CH2:16][CH2:17][O:18][C:19]2[CH:24]=[CH:23][C:22]([N:25]([C:27](=[O:34])[C:28]3[CH:33]=[CH:32][CH:31]=[CH:30][CH:29]=3)[CH3:26])=[CH:21][CH:20]=2)[N:15]=1)([CH3:9])[CH3:8])(C)(C)C.FC(F)(F)C(O)=O>ClCCl>[C:27]([N:25]([CH3:26])[C:22]1[CH:21]=[CH:20][C:19]([O:18][CH2:17][CH2:16][C:14]2[N:15]=[C:11]([S:10][C:7]([CH3:9])([CH3:8])[C:6]([OH:35])=[O:5])[S:12][CH:13]=2)=[CH:24][CH:23]=1)(=[O:34])[C:28]1[CH:29]=[CH:30][CH:31]=[CH:32][CH:33]=1. Reported procedure: 2-{[4-(2-{4-[Benzoyl(methyl)amino]phenoxy}ethyl)-1,3-thiazol-2-yl]thio}-2-methylpropionic acid tert-butyl ester (290 mg) obtained in Example 55-1 was dissolved in dichloromethane (6 mL), trifluoroacetic acid (2 mL) was added, and the mixture was stirred at room temperature for 12 hr. The reaction mixture was concentrated under reduced pressure, and the residue was purified by silica gel chromatography (elution solvent; hexane:ethyl acetate=1:1 to 0:1) to give the title compound (170 mg) as a col... Starting materials: CCOC(=O)CSc1cccc(N)c1, COC(=O)c1cccc(NC(=O)CN2N=C(C3CCCCC3)c3ccccc3N(CC(=O)C(C)(C)C)C2=O)c1. Product: CCOC(=O)CN1N=C(C2CCCCC2)c2ccccc2N(CC(=O)C(C)(C)C)C1=O. As a reaction SMILES: [CH2:40]([CH3:41])[O:42][C:43](=[O:44])[CH2:45][S:46][c:47]1[cH:48][cH:49][cH:50][c:51]([NH2:52])[cH:53]1.[CH3:1][O:2][C:3](=[O:4])[c:5]1[cH:6][cH:7][cH:8][c:9]([NH:10][C:11]([CH2:12][N:13]2[C:14](=[O:37])[N:15]([CH2:30][C:31]([C:32]([CH3:33])([CH3:34])[CH3:35])=[O:36])[c:16]3[c:17]([cH:26][cH:27][cH:28][cH:29]3)[C:18]([CH:20]3[CH2:21][CH2:22][CH2:23][CH2:24][CH2:25]3)=[N:19]2)=[O:38])[cH:39]1>>[C:11]([CH2:12][N:13]1[C:14](=[O:37])[N:15]([CH2:30][C:31]([C:32]([CH3:33])([CH3:34])[CH3:35])=[O:36])[c:16]2[c:17]([cH:26][cH:27][cH:28][cH:29]2)[C:18]([CH:20]2[CH2:21][CH2:22][CH2:23][CH2:24][CH2:25]2)=[N:19]1)(=[O:38])[O:42][CH2:40][CH3:41]. The reactants are Cl (hydrochloric acid), C([O-])([O-])=O.[K+].[K+] (Potassium carbonate), C(CC)N=C=O (propyl isocyanate), CC1=CC(=NN1)OC1=CC(=C(C=C1)[N+](=O)[O-])C(F)(F)F (5-methyl-3-(4-nitro-3-trifluoromethylphenyloxy)pyrazole). Solvent: C(C)(=O)OCC (ethyl acetate). Conditions: time 8 hour. The product is C(CC)NC(=O)N1N=C(C=C1C)OC1=CC(=C(C=C1)[N+](=O)[O-])C(F)(F)F (N-propyl-5-methyl-3-(4-nitro-3-trifluoromethylphenyloxy)pyrazole-1-carboxamide). Yield: 86.0%. RXN SMILES: C(=O)([O-])[O-].[K+].[K+].[CH2:7]([N:10]=[C:11]=[O:12])[CH2:8][CH3:9].[CH3:13][C:14]1[NH:18][N:17]=[C:16]([O:19][C:20]2[CH:25]=[CH:24][C:23]([N+:26]([O-:28])=[O:27])=[C:22]([C:29]([F:32])([F:31])[F:30])[CH:21]=2)[CH:15]=1.Cl>C(OCC)(=O)C>[CH2:7]([NH:10][C:11]([N:18]1[C:14]([CH3:13])=[CH:15][C:16]([O:19][C:20]2[CH:25]=[CH:24][C:23]([N+:26]([O-:28])=[O:27])=[C:22]([C:29]([F:30])([F:31])[F:32])[CH:21]=2)=[N:17]1)=[O:12])[CH2:8][CH3:9] |f:0.1.2|. Procedure details: Potassium carbonate (0.30 g, 2.2 mmol) and propyl isocyanate (0.17 g, 2.0 mmol) were added to a solution of 5-methyl-3-(4-nitro-3-trifluoromethylphenyloxy)pyrazole (0.57 g, 2.0 mmol) in ethyl acetate (10 ml), and the mixture was stirred at room temperature overnight. After completion of the reaction, the reaction mixture was poured into 2N hydrochloric acid and extracted with ethyl acetate (10 ml×3). An organic layer was washed with water, dried over anhydrous magnesium sulfate and filtered to r... Product: C12=CC=C(N1)C=C1C=CC(=N1)C=C1C=CC(N1)=CC=1C=CC(N1)=C2 (Porphyrin), solids. Reported procedure: The general procedure was used to couple 5,15-dibromo-10,20-di(2′,4′,6′-trimethylphenyl)porphyrin (0.035 g, 0.05 mmol) with (+)-dihydrocholesterol (0.1556 g, 0.4 mmol), using Pd2(dba)3 (0.0046 g, 0.005 mmol) and DPEphos (0.0107 g, 0.02 mmol) in the presence of Cs2CO3 (0.0652 g, 0.2 mmol). The reaction was conducted in toluene (5 mL) at 100° C. for 20 h. The title compound was isolated by flash column chromatography (silica gel, ethyl acetate:hexanes (v/v)=1:10) as purple solids (0.052 g, 80%). 1... RXN SMILES: Br[C:2]1[C:3]2[NH:7][C:6]([C:8](C3C(C)=CC(C)=CC=3C)=[C:9]3[N:35]=[C:12]([C:13](Br)=[C:14]4[NH:33][C:17](=[C:18](C5C(C)=CC(C)=CC=5C)[C:19]5[CH:20]=[CH:21][C:22]=1[N:23]=5)[CH:16]=[CH:15]4)[CH:11]=[CH:10]3)=[CH:5][CH:4]=2.C1C=CC(P(C2C(OC3C(P(C4C=CC=CC=4)C4C=CC=CC=4)=CC=CC=3)=CC=CC=2)C2C=CC=CC=2)=CC=1.C([O-])([O-])=O.[Cs+].[Cs+].C(OCC)(=O)C>C1(C)C=CC=CC=1.C1C=CC(/C=C/C(/C=C/C2C=CC=CC=2)=O)=CC=1.C1C=CC(/C=C/C(/C=C/C2C=CC=CC=2)=O)=CC=1.C1C=CC(/C=C/C(/C=C/C2C=CC=CC=2)=O)=CC=1.[Pd].[Pd]>[C:3]12[CH:2]=[C:22]3[N:23]=[C:19]([CH:20]=[CH:21]3)[CH:18]=[C:17]3[NH:33][C:14]([CH:15]=[CH:16]3)=[CH:13][C:12]3=[N:35][C:9]([CH:10]=[CH:11]3)=[CH:8][C:6]([NH:7]1)=[CH:5][CH:4]=2 |f:2.3.4,7.8.9.10.11|. Reagents/catalysts: C=1C=CC(=CC1)/C=C/C(=O)/C=C/C2=CC=CC=C2.C=1C=CC(=CC1)/C=C/C(=O)/C=C/C2=CC=CC=C2.C=1C=CC(=CC1)/C=C/C(=O)/C=C/C2=CC=CC=C2.[Pd].[Pd] (Pd2(dba)3). Isolated yield 80.0%. The solvent is hexanes, C1(=CC=CC=C1)C (toluene). The reactants are C1=CC=C(C=C1)P(C2=CC=CC=C2)C3=CC=CC=C3OC4=CC=CC=C4P(C5=CC=CC=C5)C6=CC=CC=C6 (DPEphos), C(C)(=O)OCC (ethyl acetate), BrC=1C2=CC=C(N2)C(=C2C=CC(C(=C3C=CC(=C(C=4C=CC1N4)C4=C(C=C(C=C4C)C)C)N3)Br)=N2)C2=C(C=C(C=C2C)C)C (5,15-dibromo-10,20-di(2′,4′,6′-trimethylphenyl)porphyrin), (+)-dihydrocholesterol, C(=O)([O-])[O-].[Cs+].[Cs+] (Cs2CO3). The yield is 103.1%. The solvent is CC(=O)O (AcOH), C1CCOC1 (THF), O (water). The reagents and catalysts are [Zn] (zinc). Reaction SMILES: [NH2:1][C:2]1[CH:7]=[CH:6][C:5]([C:8]2[CH:13]=[CH:12][C:11]([C:14]#[N:15])=[C:10]([F:16])[CH:9]=2)=[C:4]([Cl:17])[C:3]=1[N+:18]([O-])=O>CC(O)=O.C1COCC1.O.[Zn]>[NH2:18][C:3]1[C:4]([Cl:17])=[C:5]([C:8]2[CH:13]=[CH:12][C:11]([C:14]#[N:15])=[C:10]([F:16])[CH:9]=2)[CH:6]=[CH:7][C:2]=1[NH2:1]. The reactants are NC1=C(C(=C(C=C1)C1=CC(=C(C=C1)C#N)F)Cl)[N+](=O)[O-] (4′-amino-2′-chloro-3-fluoro-3′-nitrobiphenyl-4-carbonitrile). Product: NC=1C(=C(C=CC1N)C1=CC(=C(C=C1)C#N)F)Cl (3′,4′-Diamino-2′-chloro-3-fluorobiphenyl-4-carbonitrile). Reported procedure: To a cooled solution (0° C.) of zinc dust (9.34 g, 143 mmol) in AcOH (33 mL), THF (33 mL) and water (9.5 mL) was added 4′-amino-2′-chloro-3-fluoro-3′-nitrobiphenyl-4-carbonitrile (Preparation 93, 2.6 g, 8.93 mmol) and the reaction was allowed to warm to room temperature for 1 hour before filtering through arbocel. The filtrate was diluted with water (200 mL) and EtOAc (200 mL) and the organic layer was collected, dried over MgSO4 and concentrated in vacuo to afford the title compound (2.41 g, qu... Starting materials: CS(C)=O, CCN(C(C)C)C(C)C, CC(C)N1CCC(c2nc3cc(-c4ccc(F)cc4Cl)nc(Cl)n3n2)CC1, Cl, Cl, Cl, N#Cc1ccc(NCCN)nc1. The product is Cl, CC(C)N1CCC(c2nc3cc(-c4ccc(F)cc4Cl)nc(NCCNc4ccc(C#N)cn4)n3n2)CC1. RXN SMILES: [CH3:52][S:53]([CH3:54])=[O:55].[CH:43]([N:44]([CH2:45][CH3:46])[CH:47]([CH3:48])[CH3:49])([CH3:50])[CH3:51].[Cl:2][c:3]1[n:4][c:5](-[c:21]2[c:22]([Cl:28])[cH:23][c:24]([F:27])[cH:25][cH:26]2)[cH:6][c:7]2[n:8]1[n:9][c:10]([CH:12]1[CH2:13][CH2:14][N:15]([CH:18]([CH3:19])[CH3:20])[CH2:16][CH2:17]1)[n:11]2.[ClH:1].[ClH:29].[ClH:30].[NH2:31][CH2:32][CH2:33][NH:34][c:35]1[n:36][cH:37][c:38]([C:39]#[N:40])[cH:41][cH:42]1>>[ClH:2].[c:3]1([NH:31][CH2:32][CH2:33][NH:34][c:35]2[n:36][cH:37][c:38]([C:39]#[N:40])[cH:41][cH:42]2)[n:4][c:5](-[c:21]2[c:22]([Cl:28])[cH:23][c:24]([F:27])[cH:25][cH:26]2)[cH:6][c:7]2[n:8]1[n:9][c:10]([CH:12]1[CH2:13][CH2:14][N:15]([CH:18]([CH3:19])[CH3:20])[CH2:16][CH2:17]1)[n:11]2. Reactants: FC=1C(NC(NC1)=O)=O (5-fluorouracil), C(CCCCCCCCCCCCCCC)Cl (palmityl chloride), O1CCOCC1 (dioxane). Solvent: N1=CC=CC=C1 (pyridine). Run at temperature 80 celsius. Product: C(CCCCCCCCCCCCCCC)(=O)N1C(=O)NC(=O)C(=C1)F (1-N-palmitoyl-5-fluorouracil). Isolated yield 54.0%. As a reaction SMILES: [F:1][C:2]1[C:3](=[O:9])[NH:4][C:5](=[O:8])[NH:6][CH:7]=1.[CH2:10](Cl)[CH2:11][CH2:12][CH2:13][CH2:14][CH2:15][CH2:16][CH2:17][CH2:18][CH2:19][CH2:20][CH2:21][CH2:22][CH2:23][CH2:24][CH3:25].[O:27]1CCOCC1>N1C=CC=CC=1>[C:10]([N:6]1[CH:7]=[C:2]([F:1])[C:3](=[O:9])[NH:4][C:5]1=[O:8])(=[O:27])[CH2:11][CH2:12][CH2:13][CH2:14][CH2:15][CH2:16][CH2:17][CH2:18][CH2:19][CH2:20][CH2:21][CH2:22][CH2:23][CH2:24][CH3:25]. Reported procedure: 2.6 g of 5-fluorouracil was suspended in 20 ml of absolute dioxane and 10 ml of absolute pyridine, and 15 g of palmityl chloride was added to the suspension followed by heating at 80° C for 1 hour while stirring. After completion of the reaction, the solvent was removed under reduced pressure (25 mm Hg), and the residual solid was washed with hot hexane (50° C). Any insoluble matter in the hot hexane was recrystallized from benzene to obtain 4.0 g of 1-N-palmitoyl-5-fluorouracil in a yield of 54... The reactants are C(=O)(OC(C)(C)C)N1CCC(CC1)C#N (N-Boc 4-cyanopiperidine), C(CCC)[Sn](CCCC)(CCCC)N=[N+]=[N-] (tri-n-butyl tin azide). Run in O1CCOCC1 (dioxane). Reaction conditions: temperature 100 celsius, time 1 hour. Yields the product C(=O)(OC(C)(C)C)N1CCC(CC1)C1=NN=NN1 (N-Boc-4-(tetrazol-5-yl)piperidine). As a reaction SMILES: [C:1]([N:8]1[CH2:13][CH2:12][CH:11]([C:14]#[N:15])[CH2:10][CH2:9]1)([O:3][C:4]([CH3:7])([CH3:6])[CH3:5])=[O:2].C([Sn]([N:29]=[N+:30]=[N-:31])(CCCC)CCCC)CCC>O1CCOCC1>[C:1]([N:8]1[CH2:13][CH2:12][CH:11]([C:14]2[NH:31][N:30]=[N:29][N:15]=2)[CH2:10][CH2:9]1)([O:3][C:4]([CH3:7])([CH3:6])[CH3:5])=[O:2]. Procedure: To a solution of 0.513 g of N-Boc 4-cyanopiperidine in 5 mL of dioxane was added 0.71 mL of tri-n-butyl tin azide. The reaction was heated at 100° C. for 4 days and was then evaporated to a viscous oil. The residue was taken up in 5 mL of ether and treated with 10 mL of 2N hydrochloric acid in ether. The reaction was stirred for 1 hour and then the precipitate was filtered, washed well with ether and dried to afford 0.54 g the title compound as a tan solid. Starting materials: CC1=C(NC2=C1C(N(CCC2)CCN2CCCC2)=O)C=O (3-methyl-4-oxo-5-(2-pyrrolidin-1-yl-ethyl)-1,4,5,6,7,8-hexahydro-pyrrolo[3,2-c]azepine-2-carbaldehyde), BrC=1C=C(C=C2CC(NC12)=O)F (7-bromo-5-fluoro-1,3-dihydro-indol-2-one). The product is BrC=1C=C(C=C2/C(/C(NC12)=O)=C/C1=C(C=2C(N(CCCC2N1)CCN1CCCC1)=O)C)F ((Z)-2-(7-bromo-5-fluoro-2-oxo-1,2-dihydro-indol-3-ylidenemethyl)-3-methyl-5-(2-pyrrolidin-1-yl-ethyl)-5,6,7,8-tetrahydro-1H-pyrrolo[3,2-c]azepin-4-one). The yield is 73.2%. RXN SMILES: [CH3:1][C:2]1[C:6]2[C:7](=[O:19])[N:8]([CH2:12][CH2:13][N:14]3[CH2:18][CH2:17][CH2:16][CH2:15]3)[CH2:9][CH2:10][CH2:11][C:5]=2[NH:4][C:3]=1[CH:20]=O.[Br:22][C:23]1[CH:24]=[C:25]([F:33])[CH:26]=[C:27]2[C:31]=1[NH:30][C:29](=[O:32])[CH2:28]2>>[Br:22][C:23]1[CH:24]=[C:25]([F:33])[CH:26]=[C:27]2[C:31]=1[NH:30][C:29](=[O:32])/[C:28]/2=[CH:20]\[C:3]1[NH:4][C:5]2[CH2:11][CH2:10][CH2:9][N:8]([CH2:12][CH2:13][N:14]3[CH2:15][CH2:16][CH2:17][CH2:18]3)[C:7](=[O:19])[C:6]=2[C:2]=1[CH3:1]. Procedure details: The title compound was prepared under the same conditions as described in step 4 of Example 28 with 3-methyl-4-oxo-5-(2-pyrrolidin-1-yl-ethyl)-1,4,5,6,7,8-hexahydro-pyrrolo[3,2-c]azepine-2-carbaldehyde 28c obtained from step 3 of Example 28 and 7-bromo-5-fluoro-1,3-dihydro-indol-2-one 4b obtained from step 1 of Example 4 as starting materials to obtain (Z)-2-(7-bromo-5-fluoro-2-oxo-1,2-dihydro-indol-3-ylidenemethyl)-3-methyl-5-(2-pyrrolidin-1-yl-ethyl)-5,6,7,8-tetrahydro-1H-pyrrolo[3,2-c]azepin-... Starting materials: CN(C(=O)Cl)c1ccccc1, CN(C)C=O, CCCCCCC, CCOC(C)=O, C1CN2CCN1CC2, O, COc1ccc(C(=O)Nc2ccc(O)nc2)cc1. The product is COc1ccc(C(=O)Nc2ccc(OC(=O)N(C)c3ccccc3)nc2)cc1. As a reaction SMILES: [CH3:19][N:20]([C:21](=[O:22])[Cl:23])[c:24]1[cH:25][cH:26][cH:27][cH:28][cH:29]1.[CH3:39][N:40]([CH3:41])[CH:42]=[O:43].[CH3:44][CH2:45][CH2:46][CH2:47][CH2:48][CH2:49][CH3:50].[CH3:51][CH2:52][O:53][C:54](=[O:55])[CH3:56].[N:30]12[CH2:31][CH2:32][N:33]([CH2:34][CH2:35]1)[CH2:36][CH2:37]2.[OH2:38].[OH:1][c:2]1[cH:3][cH:4][c:5]([NH:8][C:9]([c:10]2[cH:11][cH:12][c:13]([O:16][CH3:17])[cH:14][cH:15]2)=[O:18])[cH:6][n:7]1>>[O:1]([c:2]1[cH:3][cH:4][c:5]([NH:8][C:9]([c:10]2[cH:11][cH:12][c:13]([O:16][CH3:17])[cH:14][cH:15]2)=[O:18])[cH:6][n:7]1)[C:21]([N:20]([CH3:19])[c:24]1[cH:25][cH:26][cH:27][cH:28][cH:29]1)=[O:22].